Dataset: the Open Reaction Database (ORD), a public repository of structured organic reaction records. Task: describe an organic reaction: reactants, conditions, products, and yield The reactants are CNC, NC(=O)c1cc(-c2ccsc2)cc2c(C3CCN(S(=O)(=O)CCCCl)CC3)n[nH]c12, [I-], [K+], [K+], [Na+], O=C([O-])[O-], CN(C)C=O. The product is CN(C)CCCS(=O)(=O)N1CCC(c2n[nH]c3c(C(N)=O)cc(-c4ccsc4)cc23)CC1. Reaction SMILES: [CH3:39][NH:40][CH3:41].[Cl:1][CH2:2][CH2:3][CH2:4][S:5](=[O:6])(=[O:7])[N:8]1[CH2:9][CH2:10][CH:11]([c:14]2[n:15][nH:16][c:17]3[c:18]([C:28](=[O:29])[NH2:30])[cH:19][c:20](-[c:23]4[cH:24][s:25][cH:26][cH:27]4)[cH:21][c:22]23)[CH2:12][CH2:13]1.[I-:38].[K+:31].[K+:32].[Na+:37].[O-:33][C:34]([O-:35])=[O:36].[O:42]=[CH:43][N:44]([CH3:45])[CH3:46]>>[CH2:2]([CH2:3][CH2:4][S:5](=[O:6])(=[O:7])[N:8]1[CH2:9][CH2:10][CH:11]([c:14]2[n:15][nH:16][c:17]3[c:18]([C:28](=[O:29])[NH2:30])[cH:19][c:20](-[c:23]4[cH:24][s:25][cH:26][cH:27]4)[cH:21][c:22]23)[CH2:12][CH2:13]1)[N:40]([CH3:39])[CH3:41]. Starting materials: C(C)(C)(C)OC(=O)N1N(C2=C(C=NC=3C(=CC=CC23)NC(C2=C(C=CC=C2Cl)Cl)=O)C1=O)C (2-tert-butoxycarbonyl-6-(2,6-dichlorobenzoylamino)-2,3-dihydro-1-methyl-1H-pyrazolo[4,3-c]quinolin-3-one), solution, Cl (hydrogen chloride). Solvent: CO (methanol), C(C)(=O)OCC (ethyl acetate). Reaction conditions: time 1 hour. Yields the product Cl.ClC1=C(C(=O)NC2=CC=CC=3C4=C(C=NC23)C(NN4C)=O)C(=CC=C1)Cl (6-(2,6-dichlorobenzoylamino)-2,3-dihydro-1-methyl-1H-pyrazolo[4,3-c]quinolin-3-one hydrochloride). Yield: 137.3%. Reaction SMILES: C(OC([N:8]1[C:31](=[O:32])[C:11]2[CH:12]=[N:13][C:14]3[C:15]([NH:20][C:21](=[O:30])[C:22]4[C:27]([Cl:28])=[CH:26][CH:25]=[CH:24][C:23]=4[Cl:29])=[CH:16][CH:17]=[CH:18][C:19]=3[C:10]=2[N:9]1[CH3:33])=O)(C)(C)C.Cl>CO.C(OCC)(=O)C>[ClH:28].[Cl:28][C:27]1[CH:26]=[CH:25][CH:24]=[C:23]([Cl:29])[C:22]=1[C:21]([NH:20][C:15]1[C:14]2[N:13]=[CH:12][C:11]3[C:31](=[O:32])[NH:8][N:9]([CH3:33])[C:10]=3[C:19]=2[CH:18]=[CH:17][CH:16]=1)=[O:30] |f:4.5|. Procedure: To a solution of 2-tert-butoxycarbonyl-6-(2,6-dichlorobenzoylamino)-2,3-dihydro-1-methyl-1H-pyrazolo[4,3-c]quinolin-3-one (30 mg) in methanol (1 ml) was added 4M solution of hydrogen chloride in ethyl acetate (1 ml) at ambient temperature, and the mixture was stirred for 1 hour at the same temperature. The mixture was concentrated in vacuo, and the residue was crystallized from ethanol-ethyl acetate to give 6-(2,6-dichlorobenzoylamino)-2,3-dihydro-1-methyl-1H-pyrazolo[4,3-c]quinolin-3-one hydroc... Starting materials: C(C)OC(=O)N1CCN(CC1)C([C@H](CCCCOCC1=CC=CC=C1)NC(=O)OCC1C2=CC=CC=C2C=2C=CC=CC12)=O ((S)-4-[6-Benzyloxy-2-(9H-fluoren-9-ylmethoxycarbonylamino)-hexanoyl]-piperazine-1-carboxylic acid ethyl ester), N1CCOCC1 (morpholine). The solvent is CN(C)C=O (DMF). Conditions: time 2 hour. The product is C(C)OC(=O)N1CCN(CC1)C([C@H](CCCCOCC1=CC=CC=C1)N)=O ((S)-4-(2-Amino-6-benzyloxy-hexanoyl)-piperazine-1-carboxylic acid ethyl ester). As a reaction SMILES: [CH2:1]([O:3][C:4]([N:6]1[CH2:11][CH2:10][N:9]([C:12](=[O:44])[C@@H:13]([NH:26]C(OCC2C3C=CC=CC=3C3C2=CC=CC=3)=O)[CH2:14][CH2:15][CH2:16][CH2:17][O:18][CH2:19][C:20]2[CH:25]=[CH:24][CH:23]=[CH:22][CH:21]=2)[CH2:8][CH2:7]1)=[O:5])[CH3:2].N1CCOCC1>CN(C=O)C>[CH2:1]([O:3][C:4]([N:6]1[CH2:11][CH2:10][N:9]([C:12](=[O:44])[C@@H:13]([NH2:26])[CH2:14][CH2:15][CH2:16][CH2:17][O:18][CH2:19][C:20]2[CH:25]=[CH:24][CH:23]=[CH:22][CH:21]=2)[CH2:8][CH2:7]1)=[O:5])[CH3:2]. Reported procedure: To a solution of 663 mg (S)-4-[6-Benzyloxy-2-(9H-fluoren-9-ylmethoxycarbonylamino)-hexanoyl]-piperazine-1-carboxylic acid ethyl ester in 4.9 ml DMF were added at room temperature 0.97 ml morpholine. After stirring for 2 h the reaction mixture was evaporated and the crude product thus obtained used in the next step without further purification. The reactants are FC(S(=O)(=O)OC1=CC2=C(C=3N(CCO2)C=C(N3)C3=NC=NN3C(C)C)C=N1)(F)F (2-(1-isopropyl-1H-1,2,4-triazol-5-yl)-5,6-dihydroimidazo[1,2-d]pyrido[3,4-f][1,4]oxazepin-9-yl trifluoromethanesulfonate), CC1([C@H](NCC1)C(=O)N)C ((S)-3,3-dimethylpyrrolidine-2-carboxamide). Product: C(C)(C)N1N=CN=C1C=1N=C2N(CCOC3=C2C=NC(=C3)N3[C@@H](C(CC3)(C)C)C(=O)N)C1 ((2S)-1-(2-(1-isopropyl-1H-1,2,4-triazol-5-yl)-5,6-dihydroimidazo[1,2-d]pyrido[3,4-f][1,4]oxazepin-9-yl)-3,3-dimethylpyrrolidine-2-carboxamide). RXN SMILES: FC(F)(F)S(O[C:7]1[N:28]=[CH:27][C:10]2[C:11]3[N:12]([CH:16]=[C:17]([C:19]4[N:23]([CH:24]([CH3:26])[CH3:25])[N:22]=[CH:21][N:20]=4)[N:18]=3)[CH2:13][CH2:14][O:15][C:9]=2[CH:8]=1)(=O)=O.[CH3:31][C:32]1([CH3:40])[CH2:36][CH2:35][NH:34][C@@H:33]1[C:37]([NH2:39])=[O:38]>>[CH:24]([N:23]1[C:19]([C:17]2[N:18]=[C:11]3[C:10]4[CH:27]=[N:28][C:7]([N:34]5[CH2:35][CH2:36][C:32]([CH3:40])([CH3:31])[C@H:33]5[C:37]([NH2:39])=[O:38])=[CH:8][C:9]=4[O:15][CH2:14][CH2:13][N:12]3[CH:16]=2)=[N:20][CH:21]=[N:22]1)([CH3:25])[CH3:26]. Reported procedure: Following the procedures of Example 388, 2-(1-isopropyl-1H-1,2,4-triazol-5-yl)-5,6-dihydroimidazo[1,2-d]pyrido[3,4-f][1,4]oxazepin-9-yl trifluoromethanesulfonate and (S)-3,3-dimethylpyrrolidine-2-carboxamide were reacted to give 393. M/z 437.2, calc. 436.23. 1H NMR (400 MHz, DMSO) δ 9.05 (s, 1H), 7.88 (s, 1H), 7.82 (s, 1H), 7.40 (s, 1H), 6.97 (s, 1H), 5.95 (dd, J=14.5, 7.9, 2H), 4.49 (dd, J=14.6, 5.6, 4H), 3.90 (s, 1H), 3.63 (t, J=8.5, 1H), 3.43 (d, J=7.8, 1H), 1.96 (dd, J=21.1, 9.3, 1H), 1.68 (... Starting materials: C1COCCO1, CC(C)n1cc(-c2ccc(NS(=O)(=O)c3ccccc3)cc2)c2c(Cl)ncnc21, N. Product: CC(C)n1cc(-c2ccc(NS(=O)(=O)c3ccccc3)cc2)c2c(N)ncnc21. As a reaction SMILES: [CH2:31]1[O:32][CH2:33][CH2:34][O:35][CH2:36]1.[Cl:1][c:2]1[c:3]2[c:4]([n:5][cH:6][n:7]1)[n:8]([CH:27]([CH3:28])[CH3:29])[cH:9][c:10]2-[c:11]1[cH:12][cH:13][c:14]([NH:17][S:18](=[O:19])(=[O:20])[c:21]2[cH:22][cH:23][cH:24][cH:25][cH:26]2)[cH:15][cH:16]1.[NH3:30]>>[c:2]1([NH2:30])[c:3]2[c:4]([n:5][cH:6][n:7]1)[n:8]([CH:27]([CH3:28])[CH3:29])[cH:9][c:10]2-[c:11]1[cH:12][cH:13][c:14]([NH:17][S:18](=[O:19])(=[O:20])[c:21]2[cH:22][cH:23][cH:24][cH:25][cH:26]2)[cH:15][cH:16]1. Reactants: BrN1C(CCC1=O)=O (N-bromosuccinimide), ClC1=C(N)C(=CC=C1)C(F)(F)F (2-chloro-6-(trifluoromethyl)aniline). Solvent: C(C)#N (acetonitrile), C(C)(=O)O (acetic acid). Product: BrC1=CC(=C(N)C(=C1)C(F)(F)F)Cl (4-bromo-2-chloro-6-(trifluoromethyl)aniline). RXN SMILES: [Br:1]N1C(=O)CCC1=O.[Cl:9][C:10]1[CH:16]=[CH:15][CH:14]=[C:13]([C:17]([F:20])([F:19])[F:18])[C:11]=1[NH2:12]>C(#N)C.C(O)(=O)C>[Br:1][C:15]1[CH:14]=[C:13]([C:17]([F:19])([F:18])[F:20])[C:11]([NH2:12])=[C:10]([Cl:9])[CH:16]=1. Procedure details: N-bromosuccinimide (910 mg, 5.1 mmol) was added to a solution of 2-chloro-6-(trifluoromethyl)aniline (1.0 g, 5.1 mmol) in acetonitrile (10 mL) and acetic acid (3 mL) at room temperature. The mixture was stirred at reflux to 18 h. The reaction mixture was then filtered through celite and concentrated to give the title compound which was used in the next step without further purification. The reactants are C(C)C1=CC(=C(C=C1)NC(C)=O)[N+](=O)[O-] (N-(4-ethyl-2-nitrophenyl)acetamide), Cl (HCl), C(=O)(O)[O-].[Na+] (NaHCO3). Solvent: CCO.O (EtOH water), CCOC(=O)C (EtOAc). Yields the product C(C)C1=CC(=C(C=C1)N)[N+](=O)[O-] (4-ethyl-2-nitrobenzenamine). The yield is 96.2%. Reaction SMILES: [CH2:1]([C:3]1[CH:8]=[CH:7][C:6]([NH:9]C(=O)C)=[C:5]([N+:13]([O-:15])=[O:14])[CH:4]=1)[CH3:2].Cl.C([O-])(O)=O.[Na+]>CCO.O.CCOC(C)=O>[CH2:1]([C:3]1[CH:8]=[CH:7][C:6]([NH2:9])=[C:5]([N+:13]([O-:15])=[O:14])[CH:4]=1)[CH3:2] |f:2.3,4.5|. Procedure details: Intermediate 180.1 (413 mg) in EtOH/water/conc. HCl (3:4:1) was refluxed for 12 h, then was diluted with EtOAc. The aqueous layer was made basic with sat. NaHCO3, then the layers were separated. The organic phase was washed with water and brine, dried (Na2SO4) and concentrated to afford 317 mg of Intermediate 180.2 as a brown/orange solid.